Dataset: the Open Reaction Database (ORD), a public repository of structured organic reaction records. Task: describe an organic reaction: reactants, conditions, products, and yield Starting materials: [OH-].[Na+] (sodium hydroxide), P(=O)(OCCCCCCCCCCCC)(OCC(CCl)O)[O-].[Na+] (sodium dodecyl 2-hydroxy-3chloropropyl phosphate). Run in C(C)O (ethanol), C(C)O (ethanol). Reaction conditions: temperature 70 celsius, time 3 hour. Yields the product P(=O)(OCCCCCCCCCCCC)(OCC1CO1)[O-].[Na+] (sodium dodecyl glycidyl phosphate). The yield is 102.8%. Reaction SMILES: [P:1]([O-:22])([O:16][CH2:17][CH:18]([OH:21])[CH2:19]Cl)([O:3][CH2:4][CH2:5][CH2:6][CH2:7][CH2:8][CH2:9][CH2:10][CH2:11][CH2:12][CH2:13][CH2:14][CH3:15])=[O:2].[Na+:23].[OH-].[Na+]>C(O)C>[P:1]([O-:22])([O:16][CH2:17][CH:18]1[O:21][CH2:19]1)([O:3][CH2:4][CH2:5][CH2:6][CH2:7][CH2:8][CH2:9][CH2:10][CH2:11][CH2:12][CH2:13][CH2:14][CH3:15])=[O:2].[Na+:23] |f:0.1,2.3,5.6|. Procedure details: 50 g (0.13 mol) of sodium dodecyl 2-hydroxy-3chloropropyl phosphate was charged into a reactor, to which 1000 ml of ethanol was added, followed by agitation and heating to 70° C. to give a uniform system. Thereafter, the reaction system was cooled down to room temperature, to which 62.5 g (0.13 mol) of a 0.0021 mol/g sodium hydroxide solution in ethanol was gradually added and agitated for 3 hours while keeping the temperature. The high performance liquid chromatography (hereinafter referred to ... The reactants are [Al+3], [Cl-], [Cl-], [Cl-], Cc1cc(O)ccc1Cl, CC(Cl)Cl, Cl, O=C1CCC(=O)O1, O. The product is Cc1cc(O)c(C(=O)CCC(=O)O)cc1Cl. As a reaction SMILES: [Al+3:13].[Cl-:12].[Cl-:14].[Cl-:15].[Cl:16][c:17]1[c:18]([CH3:24])[cH:19][c:20]([OH:23])[cH:21][cH:22]1.[Cl:1][CH:2]([Cl:3])[CH3:4].[ClH:25].[O:5]=[C:6]1[CH2:7][CH2:8][C:9](=[O:10])[O:11]1.[OH2:26]>>[O:5]=[C:6]([CH2:7][CH2:8][C:9](=[O:10])[OH:11])[c:21]1[c:20]([OH:23])[cH:19][c:18]([CH3:24])[c:17]([Cl:16])[cH:22]1. Isolated yield 28.4%. Conditions: temperature 60 celsius, time 1 hour. Reactants: FC(C(=O)O)(F)F (trifluoroacetic acid), FC1=CC=C(C=C1)[C@H](C)NC1=NC(=CC(=C1)C1=NN(C=C1)COCC[Si](C)(C)C)NC1=NC=CN=C1 ((S)—N2-[1-(4-Fluorophenyl)ethyl]-N6-(pyrazin-2-yl)-4-(1-{[2-(trimethylsilyl)ethoxy]methyl}-1H-pyrazol-3-yl)pyridine-2,6-diamine). Product: FC1=CC=C(C=C1)[C@H](C)NC1=NC(=CC(=C1)C1=NNC=C1)NC1=NC=CN=C1 ((S)—N2-[1-(4-Fluorophenyl)ethyl]-N6-(pyrazin-2-yl)-4-(1H-pyrazol-3-yl)pyridine-2,6-diamine). Reaction SMILES: FC(F)(F)C(O)=O.[F:8][C:9]1[CH:14]=[CH:13][C:12]([C@@H:15]([NH:17][C:18]2[CH:23]=[C:22]([C:24]3[CH:28]=[CH:27][N:26](COCC[Si](C)(C)C)[N:25]=3)[CH:21]=[C:20]([NH:37][C:38]3[CH:43]=[N:42][CH:41]=[CH:40][N:39]=3)[N:19]=2)[CH3:16])=[CH:11][CH:10]=1>O>[F:8][C:9]1[CH:14]=[CH:13][C:12]([C@@H:15]([NH:17][C:18]2[CH:23]=[C:22]([C:24]3[CH:28]=[CH:27][NH:26][N:25]=3)[CH:21]=[C:20]([NH:37][C:38]3[CH:43]=[N:42][CH:41]=[CH:40][N:39]=3)[N:19]=2)[CH3:16])=[CH:11][CH:10]=1. Run in O (water). Reported procedure: A mixed solvent of 3 ml of trifluoroacetic acid and 0.3 ml of water was added to 95 mg of (S)—N2-[1-(4-fluorophenyl)ethyl]-N6-(pyrazin-2-yl)-4-(1-{[2-(trimethylsilyl)ethoxy]methyl}-1H-pyrazol-3-yl)pyridine-2,6-diamine obtained by Step 6, and the mixture was stirred at 60° C. for 1 hour. The solvent was distilled off under reduced pressure, and then the obtained residue was diluted with water and alkalified with a saturated aqueous solution of sodium bicarbonate. The reaction solution was subject...